Dataset: the Open Reaction Database (ORD), a public repository of structured organic reaction records. Task: describe an organic reaction: reactants, conditions, products, and yield Reactants: NCC=1C=C(C=CC1)C1(CCN(CC1)C(=O)OC(C)(C)C)C#N (4-(3-Aminomethyl-phenyl)-1-tert-butoxycarbonyl-piperidine-4-carbonitrile), C([O-])([O-])=O.[Na+].[Na+] (sodium carbonate). The reagents and catalysts are ClC(=O)OCC1=CC=CC=C1 (benzyl chloroformate), C(C)N(CC)CC (triethylamine). Run in ClCCl (dichloromethane). Conditions: time 1 hour. Product: C(C1=CC=CC=C1)OC(=O)NCC=1C=C(C=CC1)C1(CCN(CC1)C(=O)OC(C)(C)C)C#N (4-(3-Benzyloxycarbonylaminomethyl-phenyl)-1-tert-butoxycarbonyl-piperidine-4-carbonitrile). As a reaction SMILES: [NH2:1][CH2:2][C:3]1[CH:4]=[C:5]([C:9]2([C:22]#[N:23])[CH2:14][CH2:13][N:12]([C:15]([O:17][C:18]([CH3:21])([CH3:20])[CH3:19])=[O:16])[CH2:11][CH2:10]2)[CH:6]=[CH:7][CH:8]=1.[C:24](=[O:27])([O-])[O-:25].[Na+].[Na+]>ClCCl.C(N(CC)CC)C.ClC(OCC1C=CC=CC=1)=O>[CH2:2]([O:25][C:24]([NH:1][CH2:2][C:3]1[CH:4]=[C:5]([C:9]2([C:22]#[N:23])[CH2:10][CH2:11][N:12]([C:15]([O:17][C:18]([CH3:19])([CH3:20])[CH3:21])=[O:16])[CH2:13][CH2:14]2)[CH:6]=[CH:7][CH:8]=1)=[O:27])[C:3]1[CH:4]=[CH:5][CH:6]=[CH:7][CH:8]=1 |f:1.2.3|. Procedure: To a solution of 0.2 g of 4-(3-Aminomethyl-phenyl)-1-tert-butoxycarbonyl-piperidine-4-carbonitrile in 15 ml of dichloromethane was added a few drops of triethylamine followed by a few drops of benzyl chloroformate. The mixture was stirred for 1 hour at room temperature and was poured into aqueous sodium carbonate and was extracted with dichloromethane. The organic layer was dried over magnesium sulfate and was filtered. The filtrate was evaporated and the residue was used directly in the next st... Reactants: BrB(Br)Br, COc1ccc(Br)c(-n2c(=O)[nH]c(=O)n(C)c2=O)c1, ClCCl. Yields the product Cn1c(=O)[nH]c(=O)n(-c2cc(O)ccc2Br)c1=O. RXN SMILES: [B:1]([Br:2])([Br:3])[Br:4].[Br:5][c:6]1[c:7](-[n:14]2[c:15](=[O:23])[n:16]([CH3:22])[c:17](=[O:21])[nH:18][c:19]2=[O:20])[cH:8][c:9]([O:12][CH3:13])[cH:10][cH:11]1.[CH2:24]([Cl:25])[Cl:26]>>[Br:5][c:6]1[c:7](-[n:14]2[c:15](=[O:23])[n:16]([CH3:22])[c:17](=[O:21])[nH:18][c:19]2=[O:20])[cH:8][c:9]([OH:12])[cH:10][cH:11]1. Starting materials: NC1=NNC(C=C1)(N1CCCC1)N (3-amino-6-amino-6-(1-pyrrolidinyl)pyridazine), N1CCCC1 (pyrrolidine), CN(C1=CC=CC=C1)C (N,N-dimethylaniline), NC=1N=NC(=CC1)Cl (3-amino-6-chloropyridazine), N1CCCC1 (pyrrolidine), CN(C1=CC=CC=C1)C (N,N-dimethylaniline). The reagents and catalysts are [Cu] (copper bronze), [Cu] (copper bronze). Solvent: C(C)(C)O (isopropyl alcohol). Conditions: temperature 30 celsius, time 18 hour. Yields the product NC=1N=NC(=CC1)N1CCCC1 (3-amino-6-(1-pyrrolidinyl)-pyridazine). The yield is 76.0%. As a reaction SMILES: [NH2:1][C:2]1[CH:7]=[CH:6][C:5](N)([N:8]2[CH2:12][CH2:11][CH2:10][CH2:9]2)[NH:4][N:3]=1.NC1N=NC(Cl)=CC=1.N1CCCC1.CN(C)C1C=CC=CC=1>[Cu].C(O)(C)C>[NH2:1][C:2]1[N:3]=[N:4][C:5]([N:8]2[CH2:12][CH2:11][CH2:10][CH2:9]2)=[CH:6][CH:7]=1. Procedure: A better procedure for preparing 3-amino-6-amino-6-(1-pyrrolidinyl)pyridazine is given as follows: a mixture containing 80 g. of 3-amino-6-chloropyridazine, 105 ml. of pyrrolidine, 1.2 liters of N,N-dimethylaniline and 1 g. of copper bronze powder was heated with stirring at 130°-135° C. for 18 hours. When a TLC test indicated that starting material was still present, an additional 50 ml. portion of pyrrolidine in 200 ml. of N,N-dimethylaniline was added to the reaction mixture followed by more ... Reactants: COC(=O)CC1NC(=O)N(Cc2ccc(OC)cc2)C1=O, CI, [H-], [Na+], CN(C)C=O. The product is COC(=O)CC1C(=O)N(Cc2ccc(OC)cc2)C(=O)N1C. Reaction SMILES: [CH3:1][O:2][C:3]([CH2:4][CH:5]1[NH:6][C:7](=[O:20])[N:8]([CH2:11][c:12]2[cH:13][cH:14][c:15]([O:18][CH3:19])[cH:16][cH:17]2)[C:9]1=[O:10])=[O:21].[CH3:24][I:25].[H-:22].[Na+:23].[O:26]=[CH:27][N:28]([CH3:29])[CH3:30]>>[CH3:1][O:2][C:3]([CH2:4][CH:5]1[N:6]([CH3:24])[C:7](=[O:20])[N:8]([CH2:11][c:12]2[cH:13][cH:14][c:15]([O:18][CH3:19])[cH:16][cH:17]2)[C:9]1=[O:10])=[O:21]. Reactants: ClC1=C(C=CC(=C1)[N+](=O)[O-])SC (2-chloro-1-(methylsulfanyl)-4-nitrobenzene). Reagents/catalysts: [Fe] (Fe). Run in C(C)(=O)O (acetic acid), O (water). Run at time 1.5 hour. Yields the product ClC=1C=C(N)C=CC1SC (3-chloro-4-(methylsulfanyl)aniline). Yield: 96.1%. Reaction SMILES: [Cl:1][C:2]1[CH:7]=[C:6]([N+:8]([O-])=O)[CH:5]=[CH:4][C:3]=1[S:11][CH3:12]>C(O)(=O)C.O.[Fe]>[Cl:1][C:2]1[CH:7]=[C:6]([CH:5]=[CH:4][C:3]=1[S:11][CH3:12])[NH2:8]. Procedure details: To a mixture of the compound from stage (i) (14.08 g, 69 mmol) in acetic acid (300 mL) and water (60 mL) was added Fe powder (23 g, 412 mmol) and the reaction mixture was swirled until all the starting material had dissolved. The mixture was left to stand for 1.5 h and the acetic acid was then removed under reduced pressure. The residue was taken up in sat NaHCO3 (aq) (500 mL) and EtOAc (500 mL) and filtered through Arbacel®. The layers were separated, the aqueous phase was extracted with EtOAc ...